Dataset: the Open Reaction Database (ORD), a public repository of structured organic reaction records. Task: describe an organic reaction: reactants, conditions, products, and yield The product is Cl.Cl.Cl.SC1=CC=C(C=C1)CNCCCNCCCNCC1=CC=C(C=C1)S (1,9-Bis[(4-mercaptophenyl)methyl]-1,5,9-triazanonane, trihydrochloride). Procedure: Dissolve 1,9-bis[(4-methylmercaptophenyl)methyl]-1,5,9-triazanonane (2.02 g, 5 mmol) in chloroform (20 mL) and treat with metachloroperbenzoic acid (863 mg, 5 mmol). Add calcium hydroxide (556 mg, 7.5 mmol) and stir for 15 minutes. Filter and evaporate the solvent in vacuo. Dissolve the residue in trifluoroacetic anhydride (10 mL) and heat at reflux for 30 minutes. Evaporate the volatiles in vacuo and dissolve the residue in a mixture of methanol-triethylamine (1:1, 100 mL) and evaporate the sol... Solvent: C(Cl)(Cl)Cl (chloroform). As a reaction SMILES: C[S:2][C:3]1[CH:8]=[CH:7][C:6]([CH2:9][NH:10][CH2:11][CH2:12][CH2:13][NH:14][CH2:15][CH2:16][CH2:17][NH:18][CH2:19][C:20]2[CH:25]=[CH:24][C:23]([S:26]C)=[CH:22][CH:21]=2)=[CH:5][CH:4]=1.[Cl:28]C1C=CC=C(C(OO)=O)C=1.[OH-].[Ca+2].[OH-]>C(Cl)(Cl)Cl>[ClH:28].[ClH:28].[ClH:28].[SH:2][C:3]1[CH:4]=[CH:5][C:6]([CH2:9][NH:10][CH2:11][CH2:12][CH2:13][NH:14][CH2:15][CH2:16][CH2:17][NH:18][CH2:19][C:20]2[CH:21]=[CH:22][C:23]([SH:26])=[CH:24][CH:25]=2)=[CH:7][CH:8]=1 |f:2.3.4,6.7.8.9|. The reactants are ClC1=CC(=CC=C1)C(=O)OO (metachloroperbenzoic acid), CSC1=CC=C(C=C1)CNCCCNCCCNCC1=CC=C(C=C1)SC (1,9-bis[(4-methylmercaptophenyl)methyl]-1,5,9-triazanonane), [OH-].[Ca+2].[OH-] (calcium hydroxide). The reactants are O=C(O)c1ccc(B(O)O)cc1, CCOC(=O)N1CCN(C(=O)C(CCC(=O)OC(C)(C)C)NC(=O)c2cc(Cl)nc(-c3ccccc3)n2)CC1. The product is CCOC(=O)N1CCN(C(=O)C(CCC(=O)OC(C)(C)C)NC(=O)c2cc(-c3ccc(C(=O)O)cc3)nc(-c3ccccc3)n2)CC1. RXN SMILES: [C:40](=[O:41])([OH:42])[c:43]1[cH:44][cH:45][c:46]([B:49]([OH:50])[OH:51])[cH:47][cH:48]1.[CH2:1]([CH3:2])[O:3][C:4](=[O:5])[N:6]1[CH2:7][CH2:8][N:9]([C:12]([CH:13]([CH2:14][CH2:15][C:16](=[O:17])[O:18][C:19]([CH3:20])([CH3:21])[CH3:22])[NH:23][C:24](=[O:25])[c:26]2[n:27][c:28](-[c:33]3[cH:34][cH:35][cH:36][cH:37][cH:38]3)[n:29][c:30]([Cl:32])[cH:31]2)=[O:39])[CH2:10][CH2:11]1>>[CH2:1]([CH3:2])[O:3][C:4](=[O:5])[N:6]1[CH2:7][CH2:8][N:9]([C:12]([CH:13]([CH2:14][CH2:15][C:16](=[O:17])[O:18][C:19]([CH3:20])([CH3:21])[CH3:22])[NH:23][C:24](=[O:25])[c:26]2[n:27][c:28](-[c:33]3[cH:34][cH:35][cH:36][cH:37][cH:38]3)[n:29][c:30](-[c:46]3[cH:45][cH:44][c:43]([C:40](=[O:41])[OH:42])[cH:48][cH:47]3)[cH:31]2)=[O:39])[CH2:10][CH2:11]1. The reactants are ClC1=CC=C(C=C1)S(=O)(=O)CC#N (4-chlorophenylsulfonylacetonitrile), C([O-])([O-])=O.[K+].[K+] (potassium carbonate), C(#N)C=1C=C(C=CC1)N=C=S (3-cyanophenyl isothiocyanate), CI (methyl iodide). Solvent: CC(=O)C (acetone). Reaction conditions: time 20 hour. Product: ClC1=CC=C(C=C1)S(=O)(=O)C(C#N)=C(SC)NC1=CC(=CC=C1)C#N (2-(4-Chlorophenylsulfonyl)-3-(3-cyanophenylamino)-3-methylsulfanyl-2-propenenitrile). Isolated yield 96.2%. RXN SMILES: [Cl:1][C:2]1[CH:7]=[CH:6][C:5]([S:8]([CH2:11][C:12]#[N:13])(=[O:10])=[O:9])=[CH:4][CH:3]=1.C(=O)([O-])[O-].[K+].[K+].[C:20]([C:22]1[CH:23]=[C:24]([N:28]=[C:29]=[S:30])[CH:25]=[CH:26][CH:27]=1)#[N:21].[CH3:31]I>CC(C)=O>[Cl:1][C:2]1[CH:3]=[CH:4][C:5]([S:8]([C:11](=[C:29]([NH:28][C:24]2[CH:25]=[CH:26][CH:27]=[C:22]([C:20]#[N:21])[CH:23]=2)[S:30][CH3:31])[C:12]#[N:13])(=[O:9])=[O:10])=[CH:6][CH:7]=1 |f:1.2.3|. Procedure: A solution of 4-chlorophenylsulfonylacetonitrile (1.0 g, 4.64 mmol) in dry acetone (10 ml) was stirred while dry potassium carbonate (1.28 g, 9.28 mmol) and 3-cyanophenyl isothiocyanate (0.78 g, 4.87 mmol) were added. The resulting mixture was stirred at room temperature under nitrogen for 20 h. Excess of potassium carbonate was filtered off, methyl iodide (0.859 ml, 13.9 mmol) was added to the filtrate, and stirring was continued for 3 h. The mixture was evaporated and the residue was dissolved... The reactants are CS(=O)(=O)OC(CCC\C=C/CCCCC)CCC\C=C/CCCCC ((6Z,15Z)-henicosa-6,15-dien-11-yl methanesulfonate), [C-]#N.[Na+] (sodium cyanide), O (water). The solvent is CN(C)C=O (DMF). Product: C(CC\C=C/CCCCC)C(C#N)CCC\C=C/CCCCC ((Z)-2-((Z)-dec-4-enyl)dodec-6-enenitrile). Yield: 106.0%. As a reaction SMILES: CS(O[CH:6]([CH2:17][CH2:18][CH2:19]/[CH:20]=[CH:21]\[CH2:22][CH2:23][CH2:24][CH2:25][CH3:26])[CH2:7][CH2:8][CH2:9]/[CH:10]=[CH:11]\[CH2:12][CH2:13][CH2:14][CH2:15][CH3:16])(=O)=O.[C-:27]#[N:28].[Na+].O>CN(C=O)C>[CH2:7]([CH:6]([CH2:17][CH2:18][CH2:19]/[CH:20]=[CH:21]\[CH2:22][CH2:23][CH2:24][CH2:25][CH3:26])[C:27]#[N:28])[CH2:8][CH2:9]/[CH:10]=[CH:11]\[CH2:12][CH2:13][CH2:14][CH2:15][CH3:16] |f:1.2|. Procedure: A solution of (6Z,15Z)-henicosa-6,15-dien-11-yl methanesulfonate 5 (7.6 g, 19.6 mmol) and sodium cyanide (4.8 g, 98.1 mmol) in anhydrous DMF (60 mL) was heated to 60° C. overnight. Upon completion, the reaction mixture was poured into water (200 mL) and extracted with ethyl acetate (3×100 mL). The combine ethyl acetate extracts were washed with brine (3×100 mL), dried on magnesium sulfate, filtered and concentrated in vacuo to dryness. The product was purified by column chromatography (100% Hexa...